This data is from the Open Reaction Database (ORD), a public repository of structured organic reaction records. The task is: describe an organic reaction: reactants, conditions, products, and yield Starting materials: C(C=C)O (allyl alcohol), C([O-])([O-])=O (carbonate), NN (hydrazine), C1(=CC=CC=C1)O (phenol), ClC(=O)OC1=CC=CC=C1 (phenyl chloroformate), N1=CC=CC=C1 (pyridine), C(NN)(=O)OCC=C (allyl carbazate). Run in C(Cl)Cl (methylene chloride). Reaction conditions: time 2 hour. Yields the product C(OCC=C)(OC1=CC=CC=C1)=O (Allyl phenyl carbonate). Isolated yield 97.0%. RXN SMILES: [CH2:1]([OH:4])[CH:2]=[CH2:3].Cl[C:6]([O:8][C:9]1[CH:14]=[CH:13][CH:12]=[CH:11][CH:10]=1)=[O:7].N1C=CC=CC=1.NN.C(=O)([O-])[O-].C(OCC=C)(=O)NN.C1(O)C=CC=CC=1>C(Cl)Cl>[C:6](=[O:7])([O:8][C:9]1[CH:14]=[CH:13][CH:12]=[CH:11][CH:10]=1)[O:4][CH2:1][CH:2]=[CH2:3]. Procedure: Allyl phenyl carbonate was prepared in 97% yield by reacting 17.6 grams (0.3 mole) of allyl alcohol with 48.4 grams (0.3 mole) of phenyl chloroformate in the presence of 26.4 grams (0.33 mole) of pyridine and 300 ml of methylene chloride. The allyl phenyl carbonate soluation was washed with 5% HC1, water, dried over anhydrous sodium sulfate, filtered and the methylene chloride evaporated on a rotating evaporator under reduced pressure. The residual allyl phenyl carbonate (52.7 grams--0.29 mole) ... The reactants are C(C1=CC=CC=C1)SC1=NC(=CC=C1)Br (2-benzylthio-6-bromopyridine), C(C)N (ethylamine), cuprous chloride. Run in O (water). Yields the product C(C1=CC=CC=C1)SC1=NC(=CC=C1)NCC (2-benzylthio-6-ethylaminopyridine). RXN SMILES: [CH2:1]([S:8][C:9]1[CH:14]=[CH:13][CH:12]=[C:11](Br)[N:10]=1)[C:2]1[CH:7]=[CH:6][CH:5]=[CH:4][CH:3]=1.[CH2:16]([NH2:18])[CH3:17]>O>[CH2:1]([S:8][C:9]1[CH:14]=[CH:13][CH:12]=[C:11]([NH:18][CH2:16][CH3:17])[N:10]=1)[C:2]1[CH:7]=[CH:6][CH:5]=[CH:4][CH:3]=1. Procedure details: A mixture of 10 g of 2-benzylthio-6-bromopyridine, 70 ml of a 40% ethylamine aqueous solution, and a catalytic amount of cuprous chloride was allowed to react in an autoclave at 150° C. for 10 hours. After completion of the reaction, the reaction mixture was poured into water and extracted with methylene chloride. The extract was washed with water, dried over anhydrous sodium sulfate, and concentrated under reduced pressure. The residue was purified by silica gel column chromatography (developin... Starting materials: CCCCC (pentane), C([O-])([O-])=O.[Na+].[Na+] (sodium carbonate), BrCCO (2-bromoethanol), SC1=NN=C2N1C=CC=C2 (3-mercapto-1,2,4-triazolo(4,3-a)pyridine). The solvent is C(C)O (ethanol). The product is N=1N=C(N2C1C=CC=C2)SCCO (2-[1,2,4-triazolo(4,3-a)pyridin-3-ylmercapto]ethanol). RXN SMILES: [SH:1][C:2]1[N:6]2[CH:7]=[CH:8][CH:9]=[CH:10][C:5]2=[N:4][N:3]=1.C(=O)([O-])[O-].[Na+].[Na+].Br[CH2:18][CH2:19][OH:20].CCCCC>C(O)C>[N:4]1[N:3]=[C:2]([S:1][CH2:18][CH2:19][OH:20])[N:6]2[CH:7]=[CH:8][CH:9]=[CH:10][C:5]=12 |f:1.2.3|. Procedure details: 60 g of 3-mercapto-1,2,4-triazolo(4,3-a)pyridine are dissolved in 500 ml of ethanol. 21 g of sodium carbonate and 29 ml of 2-bromoethanol are then added. The reaction mixture is heated under reflux for 9 hours, the mineral substances are filtered off, the filtrate is then concentrated in vacuo, the concentrate is taken up with water acidified with 0.5N hydrochloric acid and extraction is carried out with chloroform. The aqueous phase is then rendered basic with aqueous ammonia, saturated with so... Starting materials: B, Cc1ccc(Br)cc1C=O, CC(=O)O, [Na+], [Na], C1CCOC1, [OH-], O. Reaction SMILES: [BH3:11].[Br:1][c:2]1[cH:3][cH:4][c:5]([CH3:10])[c:6]([CH:7]=[O:8])[cH:9]1.[CH3:13][C:14](=[O:15])[OH:16].[Na+:24].[Na:12].[O:17]1[CH2:18][CH2:19][CH2:20][CH2:21]1.[OH-:23].[OH2:22]>>[Br:1][c:2]1[cH:3][cH:4][c:5]([CH3:10])[c:6]([CH2:7][OH:8])[cH:9]1. Product: Cc1ccc(Br)cc1CO. The reactants are CC#CCO, [Cl-], CC(CC(C)(C)C)Oc1cc(Cl)ncn1, [H-], [NH4+], [Na+], C1CCOC1. Product: CC#CCOc1cc(OC(C)CC(C)(C)C)ncn1. RXN SMILES: [CH2:3]([C:4]#[C:5][CH3:6])[OH:7].[Cl-:23].[Cl:8][c:9]1[n:10][cH:11][n:12][c:13]([O:15][CH:16]([CH2:17][C:18]([CH3:19])([CH3:20])[CH3:21])[CH3:22])[cH:14]1.[H-:1].[NH4+:24].[Na+:2].[O:25]1[CH2:26][CH2:27][CH2:28][CH2:29]1>>[CH2:3]([C:4]#[C:5][CH3:6])[O:7][c:9]1[n:10][cH:11][n:12][c:13]([O:15][CH:16]([CH2:17][C:18]([CH3:19])([CH3:20])[CH3:21])[CH3:22])[cH:14]1. Reactants: CC(=O)O[BH-](OC(C)=O)OC(C)=O, CCC1(CC)CC=C(c2ccc(OC)cc2N2CCNCC2)CC1, CC(=O)O, [Na+], [Na+], O=CC1CCOCC1, C1CCOC1, O=C([O-])O. Yields the product CCC1(CC)CC=C(c2ccc(OC)cc2N2CCN(CC3CCOCC3)CC2)CC1. RXN SMILES: [C:33]([O:34][BH-:35]([O:36][C:37](=[O:38])[CH3:39])[O:40][C:41](=[O:42])[CH3:43])(=[O:44])[CH3:45].[CH2:1]([CH3:2])[C:3]1([CH2:23][CH3:24])[CH2:4][CH:5]=[C:6]([c:9]2[c:10]([N:17]3[CH2:18][CH2:19][NH:20][CH2:21][CH2:22]3)[cH:11][c:12]([O:15][CH3:16])[cH:13][cH:14]2)[CH2:7][CH2:8]1.[CH3:47][C:48](=[O:49])[OH:50].[Na+:46].[Na+:51].[O:25]1[CH2:26][CH2:27][CH:28]([CH:31]=[O:32])[CH2:29][CH2:30]1.[O:56]1[CH2:57][CH2:58][CH2:59][CH2:60]1.[OH:52][C:53](=[O:54])[O-:55]>>[CH2:1]([CH3:2])[C:3]1([CH2:23][CH3:24])[CH2:4][CH:5]=[C:6]([c:9]2[c:10]([N:17]3[CH2:18][CH2:19][N:20]([CH2:31][CH:28]4[CH2:27][CH2:26][O:25][CH2:30][CH2:29]4)[CH2:21][CH2:22]3)[cH:11][c:12]([O:15][CH3:16])[cH:13][cH:14]2)[CH2:7][CH2:8]1. Starting materials: FC(C(=O)OCC)(C1=NC=C(C=C1)F)F (ethyl 2,2-difluoro-2-(5-fluoropyridin-2-yl)acetate), [OH-].[Na+] (NaOH). Run in CO.C1CCOC1 (MeOH THF). Run at time 10 minute. Yields the product FC(C(=O)[O-])(C1=NC=C(C=C1)F)F.[Na+] (sodium 2,2-difluoro-2-(5-fluoropyridin-2-yl)acetate). The yield is 100.9%. RXN SMILES: [F:1][C:2]([F:15])([C:8]1[CH:13]=[CH:12][C:11]([F:14])=[CH:10][N:9]=1)[C:3]([O:5]CC)=[O:4].[OH-].[Na+:17]>CO.C1COCC1>[F:15][C:2]([F:1])([C:8]1[CH:13]=[CH:12][C:11]([F:14])=[CH:10][N:9]=1)[C:3]([O-:5])=[O:4].[Na+:17] |f:1.2,3.4,5.6|. Reported procedure: To ethyl 2,2-difluoro-2-(5-fluoropyridin-2-yl)acetate (560 mg, 2.55 mmol) in 1:1 MeOH/THF (10 mL) at rt was added 1 M NaOH (2.8 mL, 2.8 mmol). The solution was stirred for 10 min and then concentrated to dryness to afford sodium 2,2-difluoro-2-(5-fluoropyridin-2-yl)acetate (548 mg, quantitative). 1H NMR (300 MHz, DMSO-d6) δ 7.66 (dd, 1H), 7.79 (dt, 2H), 8.54 (d, 1H). Starting materials: [Li]CCCC, Cc1cc(=O)[nH]c2ccccc12, CI, C1CCOC1. Yields the product CCc1cc(=O)[nH]c2ccccc12. RXN SMILES: [CH2:13]([Li:14])[CH2:15][CH2:16][CH3:17].[CH3:1][c:2]1[cH:3][c:4](=[O:5])[nH:6][c:7]2[cH:8][cH:9][cH:10][cH:11][c:12]12.[I:18][CH3:19].[O:20]1[CH2:21][CH2:22][CH2:23][CH2:24]1>>[CH2:1]([c:2]1[cH:3][c:4](=[O:5])[nH:6][c:7]2[cH:8][cH:9][cH:10][cH:11][c:12]12)[CH3:13]. The reactants are ClC=1C=CC(=C(C1)C1=CC(N(C=C1OC)C(C(=O)NC1=CC=C(C(=O)OC(C)(C)C)C=C1)CC1C(C1)(F)F)=O)C#N (tert-butyl 4-({2-[4-(5-chloro-2-cyanophenyl)-5-methoxy-2-oxopyridin-1(2H)-yl]-3-[2,2-difluorocyclopropyl]propanoyl}amino)benzoate), C(=O)(C(F)(F)F)O (TFA). Yields the product ClC=1C=CC(=C(C1)C1=CC(N(C=C1OC)C(C(=O)NC1=CC=C(C(=O)O)C=C1)CC1C(C1)(F)F)=O)C#N (4-({2-[4-(5-Chloro-2-cyanophenyl)-5-methoxy-2-oxopyridin-1(2H)-yl]-3-[2,2-difluorocyclopropyl]propanoyl}amino)benzoic acid). Conditions: time 35 minute. Procedure: 74.0 mg (127 μmol) of tert-butyl 4-({2-[4-(5-chloro-2-cyanophenyl)-5-methoxy-2-oxopyridin-1(2H)-yl]-3-[2,2-difluorocyclopropyl]propanoyl}amino)benzoate (mixture of racemic diastereomers) and 195 μl (2.53 mmol) of TFA were reacted according to General Method 2. The crude product was purified by preparative HPLC [column: Chromatorex C18, 10 μm, 125 mm×30 mm, mobile phase: acetonitrile/water gradient (0 to 3 min 15% acetonitrile, to 35 min 90% acetonitrile and a further 3 min 90% acetonitrile)]. Yi... RXN SMILES: [Cl:1][C:2]1[CH:3]=[CH:4][C:5]([C:40]#[N:41])=[C:6]([C:8]2[C:13]([O:14][CH3:15])=[CH:12][N:11]([CH:16]([CH2:33][CH:34]3[CH2:36][C:35]3([F:38])[F:37])[C:17]([NH:19][C:20]3[CH:32]=[CH:31][C:23]([C:24]([O:26]C(C)(C)C)=[O:25])=[CH:22][CH:21]=3)=[O:18])[C:10](=[O:39])[CH:9]=2)[CH:7]=1.C(O)(C(F)(F)F)=O>>[Cl:1][C:2]1[CH:3]=[CH:4][C:5]([C:40]#[N:41])=[C:6]([C:8]2[C:13]([O:14][CH3:15])=[CH:12][N:11]([CH:16]([CH2:33][CH:34]3[CH2:36][C:35]3([F:38])[F:37])[C:17]([NH:19][C:20]3[CH:32]=[CH:31][C:23]([C:24]([OH:26])=[O:25])=[CH:22][CH:21]=3)=[O:18])[C:10](=[O:39])[CH:9]=2)[CH:7]=1. Reaction SMILES: [CH3:16][OH:17].[CH3:1][c:2]1[c:3]([S:10][c:11]2[n:12][nH:13][cH:14][n:15]2)[c:4]([CH3:9])[cH:5][c:6]([CH3:8])[cH:7]1.[OH2:18]>>[CH3:1][c:2]1[c:3]([S:10]([c:11]2[n:12][nH:13][cH:14][n:15]2)=[O:17])[c:4]([CH3:9])[cH:5][c:6]([CH3:8])[cH:7]1. The product is Cc1cc(C)c(S(=O)c2nc[nH]n2)c(C)c1. Reactants: CO, Cc1cc(C)c(Sc2nc[nH]n2)c(C)c1, O.